Dataset: the Open Reaction Database (ORD), a public repository of structured organic reaction records. Task: describe an organic reaction: reactants, conditions, products, and yield Starting materials: CN(CCCCCCCCCCCCCCCCCC)CC(C#N)=C (2[(N-methyl-N-n-octadecylamino)methyl]-2-propenenitrile), ice, CC(=O)C (acetone), C(CC)(=O)O (propionic acid). The solvent is CCOCC (ether), petroleum ether. Conditions: time 12 hour. The product is C(CC)(=O)O.CN(CCCCCCCCCCCCCCCCCC)CC(C#N)=C (2-[(N-methyl-N-n-octadecylamino)methyl]-2-propenenitrile propionic acid salt). Reaction SMILES: [CH3:1][N:2]([CH2:21][C:22](=[CH2:25])[C:23]#[N:24])[CH2:3][CH2:4][CH2:5][CH2:6][CH2:7][CH2:8][CH2:9][CH2:10][CH2:11][CH2:12][CH2:13][CH2:14][CH2:15][CH2:16][CH2:17][CH2:18][CH2:19][CH3:20].CC(C)=O.[C:30]([OH:34])(=[O:33])[CH2:31][CH3:32]>CCOCC>[C:30]([OH:34])(=[O:33])[CH2:31][CH3:32].[CH3:1][N:2]([CH2:21][C:22](=[CH2:25])[C:23]#[N:24])[CH2:3][CH2:4][CH2:5][CH2:6][CH2:7][CH2:8][CH2:9][CH2:10][CH2:11][CH2:12][CH2:13][CH2:14][CH2:15][CH2:16][CH2:17][CH2:18][CH2:19][CH3:20] |f:4.5|. Reported procedure: A solution of 2[(N-methyl-N-n-octadecylamino)methyl]-2-propenenitrile (1.7 g., 0.005 mole) in 10 ml. of acetone is mixed with propionic acid (0.41 g., 0.0055 mole). The solvent is stripped in vacuo, and the residue is dissolved in a small volume of ether. Low boiling petroleum ether is gradually added until the ice cold solution became turbid. After standing at 10° C. for 12 hours the product is removed by suction filtrations and then washed with cold petroleum ether followed by drying at ambien... The reactants are CCOC(C)=O, [H][H], CCOC(=O)C=Cc1cccc(C(=O)c2ccc(C)cc2)c1. The product is CCOC(=O)CCc1cccc(C(=O)c2ccc(C)cc2)c1. Reaction SMILES: [CH3:25][CH2:26][O:27][C:28](=[O:29])[CH3:30].[H:23][H:24].[c:1]1([CH3:22])[cH:2][cH:3][c:4]([C:7](=[O:8])[c:9]2[cH:10][c:11]([CH:12]=[CH:13][C:14](=[O:15])[O:16][CH2:17][CH3:18])[cH:19][cH:20][cH:21]2)[cH:5][cH:6]1>>[c:1]1([CH3:22])[cH:2][cH:3][c:4]([C:7](=[O:8])[c:9]2[cH:10][c:11]([CH2:12][CH2:13][C:14](=[O:15])[O:16][CH2:17][CH3:18])[cH:19][cH:20][cH:21]2)[cH:5][cH:6]1. The reactants are C[O-], CO, O=CCC(c1ccc(Cl)cc1)C1CC1, [Na+], N#CCc1cccc(Oc2ccccc2)c1. Yields the product N#CC(=CCC(c1ccc(Cl)cc1)C1CC1)c1cccc(Oc2ccccc2)c1. As a reaction SMILES: [CH3:31][O-:32].[CH3:34][OH:35].[CH:1]1([CH:4]([CH2:5][CH:6]=[O:7])[c:8]2[cH:9][cH:10][c:11]([Cl:14])[cH:12][cH:13]2)[CH2:2][CH2:3]1.[Na+:33].[O:15]([c:16]1[cH:17][cH:18][cH:19][cH:20][cH:21]1)[c:22]1[cH:23][c:24]([CH2:28][C:29]#[N:30])[cH:25][cH:26][cH:27]1>>[CH:1]1([CH:4]([CH2:5][CH:6]=[C:28]([c:24]2[cH:23][c:22]([O:15][c:16]3[cH:17][cH:18][cH:19][cH:20][cH:21]3)[cH:27][cH:26][cH:25]2)[C:29]#[N:30])[c:8]2[cH:9][cH:10][c:11]([Cl:14])[cH:12][cH:13]2)[CH2:2][CH2:3]1. Starting materials: O=C1C2=CC=CC=C2N(C=2C=CC=CC12)CCCCCC(=O)OCC (ethyl 6-(9-oxoacridin-10(9H)-yl)hexanoate), Cl (hydrochloric acid). Solvent: C(C)(=O)O (acetic acid). Conditions: temperature 100 celsius, time 15 minute. The product is O=C1C2=CC=CC=C2N(C=2C=CC=CC12)CCCCCC(=O)O (6-(9-oxoacridin-10(9H)-yl)hexanoic acid). Yield: 49.1%. RXN SMILES: [O:1]=[C:2]1[C:15]2[CH:14]=[CH:13][CH:12]=[CH:11][C:10]=2[N:9]([CH2:16][CH2:17][CH2:18][CH2:19][CH2:20][C:21]([O:23]CC)=[O:22])[C:8]2[C:3]1=[CH:4][CH:5]=[CH:6][CH:7]=2.Cl>C(O)(=O)C>[O:1]=[C:2]1[C:15]2[CH:14]=[CH:13][CH:12]=[CH:11][C:10]=2[N:9]([CH2:16][CH2:17][CH2:18][CH2:19][CH2:20][C:21]([OH:23])=[O:22])[C:8]2[C:3]1=[CH:4][CH:5]=[CH:6][CH:7]=2. Reported procedure: To ethyl 6-(9-oxoacridin-10(9H)-yl)hexanoate (0.80 g) was added acetic acid (9 ml) and 2M hydrochloric acid (2.5 ml). The mixture was heated to 100° C. for 18 hours after which time the volatile components were removed on a rotary evaporator. Diethyl ether was added (25 ml) and the mixture stirred for 15 minutes. The resulting material was filtered off and air dried to give 0.36 g final product (Formula XVII). Mass spectrum: 310 (M+H). The reactants are CCOC(C)=O, CCCCCC, CCO, COc1cc(C2CCCCC2)c(C(C)=O)cc1O, Cl, NOCc1ccc([N+](=O)[O-])cc1, c1c[nH]cn1. Yields the product COc1cc(C2CCCCC2)c(C(C)=NOCc2ccc([N+](=O)[O-])cc2)cc1O. RXN SMILES: [C:43]([O:44][CH2:45][CH3:46])(=[O:47])[CH3:48].[CH3:37][CH2:38][CH2:39][CH2:40][CH2:41][CH3:42].[CH3:49][CH2:50][OH:51].[CH:1]1([c:7]2[c:8]([C:16]([CH3:17])=[O:18])[cH:9][c:10]([OH:15])[c:11]([O:13][CH3:14])[cH:12]2)[CH2:2][CH2:3][CH2:4][CH2:5][CH2:6]1.[ClH:19].[N+:20](=[O:21])([O-:22])[c:23]1[cH:24][cH:25][c:26]([CH2:27][O:28][NH2:29])[cH:30][cH:31]1.[nH:32]1[cH:33][cH:34][n:35][cH:36]1>>[CH:1]1([c:7]2[c:8]([C:16]([CH3:17])=[N:29][O:28][CH2:27][c:26]3[cH:25][cH:24][c:23]([N+:20](=[O:21])[O-:22])[cH:31][cH:30]3)[cH:9][c:10]([OH:15])[c:11]([O:13][CH3:14])[cH:12]2)[CH2:2][CH2:3][CH2:4][CH2:5][CH2:6]1. Starting materials: Cc1ccccc1, Fc1cc(Oc2ccc(C(F)(F)F)cc2Cl)ccc1NSN1CCOCC1, O=C=NC(=O)c1c(F)cccc1F. Yields the product O=C(NC(=O)N(SN1CCOCC1)c1ccc(Oc2ccc(C(F)(F)F)cc2Cl)cc1F)c1c(F)cccc1F. As a reaction SMILES: [CH3:41][c:42]1[cH:43][cH:44][cH:45][cH:46][cH:47]1.[Cl:14][c:15]1[c:16]([O:17][c:18]2[cH:19][c:20]([F:32])[c:21]([NH:24][S:25][N:26]3[CH2:27][CH2:28][O:29][CH2:30][CH2:31]3)[cH:22][cH:23]2)[cH:33][cH:34][c:35]([C:37]([F:38])([F:39])[F:40])[cH:36]1.[F:1][c:2]1[c:3]([C:4](=[O:5])[N:6]=[C:7]=[O:8])[c:9]([F:13])[cH:10][cH:11][cH:12]1>>[F:1][c:2]1[c:3]([C:4](=[O:5])[NH:6][C:7](=[O:8])[N:24]([c:21]2[c:20]([F:32])[cH:19][c:18]([O:17][c:16]3[c:15]([Cl:14])[cH:36][c:35]([C:37]([F:38])([F:39])[F:40])[cH:34][cH:33]3)[cH:23][cH:22]2)[S:25][N:26]2[CH2:27][CH2:28][O:29][CH2:30][CH2:31]2)[c:9]([F:13])[cH:10][cH:11][cH:12]1. The reactants are ClC1=CC=NC=C1C(=O)O (4-chloronicotinic acid), S(=O)(Cl)Cl (thionyl chloride). Run in C1(=CC=CC=C1)C (toluene). Reaction conditions: temperature 100 celsius, time 3 hour. Product: Cl.ClC1=CC=NC=C1C(=O)Cl (4-chloronicotinoyl chloride hydrochloride salt). RXN SMILES: [Cl:1][C:2]1[C:7]([C:8]([OH:10])=O)=[CH:6][N:5]=[CH:4][CH:3]=1.S(Cl)([Cl:13])=O>C1(C)C=CC=CC=1>[ClH:1].[Cl:1][C:2]1[C:7]([C:8]([Cl:13])=[O:10])=[CH:6][N:5]=[CH:4][CH:3]=1 |f:3.4|. Procedure: To a suspension of 4-chloronicotinic acid (1.57 g, 10.0 mmol, 1.0 eq) in 25 mL of toluene was added thionyl chloride (1.8 mL, 25.0 mmol, 2.5 eq) at room temperature. The reaction mixture was stirred at 100° C. for 3 hours. The mixture was concentrated under reduced pressure, dissolved in 25 mL of toluene and concentrated again to give crude 4-chloronicotinoyl chloride hydrochloride salt, which was used in the next step without further purification.